This data is from the Open Reaction Database (ORD), a public repository of structured organic reaction records. The task is: describe an organic reaction: reactants, conditions, products, and yield The reactants are CSCCOC=1C=C2C=C(N(C2=CC1)C(=O)OCCC(C)(C)C)C(=O)[O-] (1-(1,1-dimethylethyl)2-ethyl 5-{[2-(methylthio)ethyl]oxy}-1H-indole-1,2-dicarboxylate), Cl (HCl), C1CCOC1 (THF). Run in O1CCOCC1 (dioxane). Reaction conditions: time 5 hour. The product is CSCCOC=1C=C2C=C(NC2=CC1)C(=O)OCC (Ethyl 5-{[2-(methylthio)ethyl]oxy}-1H-indole-2-carboxylate). Yield: 61.0%. Reaction SMILES: [CH3:1][S:2][CH2:3][CH2:4][O:5][C:6]1[CH:7]=[C:8]2[C:12](=[CH:13][CH:14]=1)[N:11](C(OCCC(C)(C)C)=O)[C:10]([C:24]([O-:26])=[O:25])=[CH:9]2.Cl.[CH2:28]1COC[CH2:29]1>O1CCOCC1>[CH3:1][S:2][CH2:3][CH2:4][O:5][C:6]1[CH:7]=[C:8]2[C:12](=[CH:13][CH:14]=1)[NH:11][C:10]([C:24]([O:26][CH2:28][CH3:29])=[O:25])=[CH:9]2. Procedure details: A solution of 1-(1,1-dimethylethyl)2-ethyl 5-{[2-(methylthio)ethyl]oxy}-1H-indole-1,2-dicarboxylate (0.500 g, 1.31 mmol) in THF was treated with 4 M HCl in dioxane and stirred for 5 hours. The solvent was evaporated to an oil and the residue was dissolved in DCM and TFA was added and stirred until no starting material remained as evident by TLC. The mixture was evaporated to a solid and purification was accomplished by silica gel column chromatography (0-50% EtOAc/hexanes) to afford the title co... Reactants: O=C(NCC(F)(F)F)C1(CCCCBr)c2ccccc2Oc2ccccc21, CCOC(=O)c1ccc(N2CCNCC2)cc1. Yields the product CCOC(=O)c1ccc(N2CCN(CCCCC3(C(=O)NCC(F)(F)F)c4ccccc4Oc4ccccc43)CC2)cc1. As a reaction SMILES: [F:18][C:19]([CH2:20][NH:21][C:22](=[O:23])[C:24]1([CH2:38][CH2:39][CH2:40][CH2:41][Br:42])[c:25]2[cH:26][cH:27][cH:28][cH:29][c:30]2[O:31][c:32]2[cH:33][cH:34][cH:35][cH:36][c:37]21)([F:43])[F:44].[N:1]1([c:7]2[cH:8][cH:9][c:10]([C:11](=[O:12])[O:13][CH2:14][CH3:15])[cH:16][cH:17]2)[CH2:2][CH2:3][NH:4][CH2:5][CH2:6]1>>[N:1]1([c:7]2[cH:8][cH:9][c:10]([C:11](=[O:12])[O:13][CH2:14][CH3:15])[cH:16][cH:17]2)[CH2:2][CH2:3][N:4]([CH2:41][CH2:40][CH2:39][CH2:38][C:24]2([C:22]([NH:21][CH2:20][C:19]([F:18])([F:43])[F:44])=[O:23])[c:25]3[cH:26][cH:27][cH:28][cH:29][c:30]3[O:31][c:32]3[cH:33][cH:34][cH:35][cH:36][c:37]32)[CH2:5][CH2:6]1. The reactants are C1(=CC=CC=C1)S(=O)(=O)C1=CNC2=CC=C(C=C12)CCO (2-[3-(phenylsulfonyl)-1H-indol-5-yl]ethanol), C=1(C(=CC=CC1)S(=O)(=O)Cl)C (toluenesulfonyl chloride), N1=CC=CC=C1 (pyridine). Run at time 12 hour. The product is CC1=CC=C(C=C1)S(=O)(=O)OCCC=1C=C2C(=CNC2=CC1)S(=O)(=O)C1=CC=CC=C1 (2-[3-(phenylsulfonyl)-1H-indol-5-yl]ethyl 4-methylbenzenesulfonate). Isolated yield 95.0%. RXN SMILES: [C:1]1([S:7]([C:10]2[C:18]3[C:13](=[CH:14][CH:15]=[C:16]([CH2:19][CH2:20][OH:21])[CH:17]=3)[NH:12][CH:11]=2)(=[O:9])=[O:8])[CH:6]=[CH:5][CH:4]=[CH:3][CH:2]=1.[C:22]1(C)[C:23]([S:28](Cl)(=[O:30])=[O:29])=[CH:24][CH:25]=[CH:26][CH:27]=1.N1C=CC=C[CH:34]=1>>[CH3:34][C:26]1[CH:27]=[CH:22][C:23]([S:28]([O:21][CH2:20][CH2:19][C:16]2[CH:17]=[C:18]3[C:13](=[CH:14][CH:15]=2)[NH:12][CH:11]=[C:10]3[S:7]([C:1]2[CH:2]=[CH:3][CH:4]=[CH:5][CH:6]=2)(=[O:8])=[O:9])(=[O:29])=[O:30])=[CH:24][CH:25]=1. Reported procedure: To a solution of 2-[3-(phenylsulfonyl)-1H-indol-5-yl]ethanol (0.88 g, 2.91 mmol) in anhydrous pyridine (15 mL) at 0° C. was added toluenesulfonyl chloride (0.58 g, 3.05 mmol). The solution was stirred for 12 hours at room temperature. The mixture was partitioned between ethyl acetate and H2O, and the aqueous layer was extracted with ethyl acetate (3×30 mL). The combined organic layers were washed with 2 M HCl, (2×25 mL), brine, dried (MgSO4), filtered and concentrated under reduced pressure. Sil... Reactants: C(C)OC(=O)C1=C(C2=C(C=N1)N=C(S2)C2=CC(=C(C=C2)F)Cl)O (2-(3-chloro-4-fluoro-phenyl)-7-hydroxy-thiazolo[4,5-c]pyridine-6-carboxylic acid ethyl ester), NCC(=O)O (glycine), C[O-].[Na+].CO (sodium methoxide methanol). Yields the product ClC=1C=C(C=CC1F)C=1SC2=C(C=NC(=C2O)C(=O)NCC(=O)O)N1 ({[2-(3-Chloro-4-fluoro-phenyl)-7-hydroxy-thiazolo[4,5-c]pyridine-6-carbonyl]-amino}-acetic acid). Yield: 52.4%. RXN SMILES: C(O[C:4]([C:6]1[N:11]=[CH:10][C:9]2[N:12]=[C:13]([C:15]3[CH:20]=[CH:19][C:18]([F:21])=[C:17]([Cl:22])[CH:16]=3)[S:14][C:8]=2[C:7]=1[OH:23])=[O:5])C.[NH2:24][CH2:25][C:26]([OH:28])=[O:27].C[O-].[Na+].CO>>[Cl:22][C:17]1[CH:16]=[C:15]([C:13]2[S:14][C:8]3[C:7]([OH:23])=[C:6]([C:4]([NH:24][CH2:25][C:26]([OH:28])=[O:27])=[O:5])[N:11]=[CH:10][C:9]=3[N:12]=2)[CH:20]=[CH:19][C:18]=1[F:21] |f:2.3.4|. Procedure details: A mixture of 2-(3-chloro-4-fluoro-phenyl)-7-hydroxy-thiazolo[4,5-c]pyridine-6-carboxylic acid ethyl ester (101 mg, 0.29 mmole) and glycine (429 mg, 5.72 mmole) in 0.5 M sodium methoxide/methanol (10.9 ml, 5.43 mmole) was refluxed for 4 days before it was cooled to room temperature and concentrated in vacuo. The residue was dissolved in water (100 ml) and extracted with dichloromethane (3×50 ml). The remaining aqueous layer was acidified to pH=3 with 1N HCl (6.5 ml). The resulting precipitate was... Reactants: O (H2O), [OH-].[K+] (KOH), CI (methyliodide), C(CC)N1C[C@H](C[C@@H]2C=3C=CC=C4NC=C(C[C@@H]12)C34)NC=3C=CC4=C(CCO4)C3 (6-n-propyl-8α-(2,3-dihydro-5-benzofuranylamino)-ergoline). Run in CS(=O)C (dimethylsulfoxide). Run at time 5 hour. Yields the product CN1C=C2C[C@H]3N(C[C@H](C[C@@H]3C=3C=CC=C1C32)NC=3C=CC2=C(CCO2)C3)CCC (1-methyl-6-n-propyl-8α-(2,3-dihydro-5-benzofuranylamino)-ergoline). RXN SMILES: [OH-].[K+].[CH3:3]I.[CH2:5]([N:8]1[C@H:22]2[C@@H:12]([C:13]3[CH:14]=[CH:15][CH:16]=[C:17]4[C:23]=3[C:20]([CH2:21]2)=[CH:19][NH:18]4)[CH2:11][C@H:10]([NH:24][C:25]2[CH:26]=[CH:27][C:28]3[O:32][CH2:31][CH2:30][C:29]=3[CH:33]=2)[CH2:9]1)[CH2:6][CH3:7].O>CS(C)=O>[CH3:3][N:18]1[C:17]2[C:23]3[C:20]([CH2:21][C@@H:22]4[C@@H:12]([C:13]=3[CH:14]=[CH:15][CH:16]=2)[CH2:11][C@H:10]([NH:24][C:25]2[CH:26]=[CH:27][C:28]3[O:32][CH2:31][CH2:30][C:29]=3[CH:33]=2)[CH2:9][N:8]4[CH2:5][CH2:6][CH3:7])=[CH:19]1 |f:0.1|. Procedure: 696 mg finely powdered KOH and 0.77 ml methyliodide are added to 4.1 g 6-n-propyl-8α-(2,3-dihydro-5-benzofuranylamino)-ergoline (example 9) in 25 ml dimethylsulfoxide. The reactive mixture is stirred for 5 hours, poured onto 150 ml H2O, extracted with ethyl acetate, dried over Na2SO4 and concentrated. The residue is chromatographed on 100 g silica gel using methylene chloride/methanol (98:2) as eluant. M.P.=137°-138° C. Starting materials: Cl (hydrochloric acid), NC=1C=CC(=C2C(=CNC12)C#N)C (7-amino-3-cyano-4-methyl-1H-indole), C(#N)C=1C=C(C=CC1)S(=O)(=O)Cl (3-cyanobenzenesulfonyl chloride), N1=CC=CC=C1 (pyridine). The solvent is O (water), CC(CC)O (2-butanol), C(C)(=O)OC (methyl acetate), O (water). Conditions: temperature 7 celsius, time 40 minute. Product: C(#N)C1=CNC2=C(C=CC(=C12)C)NS(=O)(=O)C1=CC(=CC=C1)C#N (N-(3-cyano-4-methyl-1H-indol-7-yl)-3-cyanobenzenesulfonamide). RXN SMILES: [NH2:1][C:2]1[CH:3]=[CH:4][C:5]([CH3:13])=[C:6]2[C:10]=1[NH:9][CH:8]=[C:7]2[C:11]#[N:12].[C:14]([C:16]1[CH:17]=[C:18]([S:22](Cl)(=[O:24])=[O:23])[CH:19]=[CH:20][CH:21]=1)#[N:15].N1C=CC=CC=1.Cl>C(OC)(=O)C.O.CC(O)CC>[C:11]([C:7]1[C:6]2[C:10](=[C:2]([NH:1][S:22]([C:18]3[CH:19]=[CH:20][CH:21]=[C:16]([C:14]#[N:15])[CH:17]=3)(=[O:24])=[O:23])[CH:3]=[CH:4][C:5]=2[CH3:13])[NH:9][CH:8]=1)#[N:12]. Procedure: To a suspension of 5.0 g (29 mmol) of the 7-amino-3-cyano-4-methyl-1H-indole obtained in Example 2A and 6.48 g (32 mmol) of 3-cyanobenzenesulfonyl chloride [CAS No. 56542-67-7] in 150 mL of methyl acetate, were added 75 mL of water and 2.83 mL (35 mmol) of pyridine, followed by stirring for 2 hours and 40 minutes. After adding 0.73 mL (9 mmol) of concentrated hydrochloric acid to the reaction mixture, liquid-liquid separation was performed and the organic layer was washed with a mixture of 75 mL...